From a dataset of the Open Reaction Database (ORD), a public repository of structured organic reaction records. describe an organic reaction: reactants, conditions, products, and yield Reactants: [N+](=O)([O-])C=1C(=[N+](C=CC1)[O-])C1=CC=CC=C1 (3-nitro-2-phenyl-pyridine-1-oxide), [Cl-].[P+]=O (Phosphorous oxide chloride), Ice water. Solvent: ClCCCl (1,2-dichloroethane). The product is ClC1=CC=C(C(=N1)C1=CC=CC=C1)[N+](=O)[O-] (6-Chloro-3-nitro-2-phenyl-pyridine). Reaction SMILES: [N+:1]([C:4]1[C:5]([C:11]2[CH:16]=[CH:15][CH:14]=[CH:13][CH:12]=2)=[N+:6]([O-])[CH:7]=[CH:8][CH:9]=1)([O-:3])=[O:2].[Cl-:17].[P+]=O>ClCCCl>[Cl:17][C:7]1[N:6]=[C:5]([C:11]2[CH:16]=[CH:15][CH:14]=[CH:13][CH:12]=2)[C:4]([N+:1]([O-:3])=[O:2])=[CH:9][CH:8]=1 |f:1.2,^3:17|. Procedure: In a 100 ml single-necked round-bottomed flask equipped with a condensor, 5.00 g of 3-nitro-2-phenyl-pyridine-1-oxide is dissolved in 25.0 ml dry 1,2-dichloroethane. Phosphorous oxide chloride (3.18 ml) is added carefully (yellow-orange solution). This mixture is then stirred under heating to reflux for 17 h. After cooling the mixture to ambient temperature. Ice/water is added then. The extraction is carried out with dichloromethane (2×50 ml). After washing with brine, the organic phase is dried... Reactants: S1C(=CC=C1)CCNC(=O)N1NC2=NC(=CC(=C2C1=O)C)Cl (6-chloro-4-methyl-3-oxo-1,3-dihydropyrazolo[3,4-b]pyridine-2-carboxylic acid (2-thiophen-2-ylethyl)amide), ICCCC (1-iodobutane), [H-].[Na+] (sodium hydride). Solvent: CN(C)C=O (DMF). Product: S1C(=CC=C1)CCNC(=O)N1N(C2=NC(=CC(=C2C1=O)C)Cl)CCCC (1-Butyl-6-chloro-4-methyl-3-oxo-1,3-dihydropyrazolo[3,4-b]pyridine-2-carboxylic acid (2-thiophen-2-ylethyl)amide). Reaction SMILES: [S:1]1[CH:5]=[CH:4][CH:3]=[C:2]1[CH2:6][CH2:7][NH:8][C:9]([N:11]1[C:19](=[O:20])[C:18]2[C:13](=[N:14][C:15]([Cl:22])=[CH:16][C:17]=2[CH3:21])[NH:12]1)=[O:10].I[CH2:24][CH2:25][CH2:26][CH3:27].[H-].[Na+]>CN(C=O)C>[S:1]1[CH:5]=[CH:4][CH:3]=[C:2]1[CH2:6][CH2:7][NH:8][C:9]([N:11]1[C:19](=[O:20])[C:18]2[C:13](=[N:14][C:15]([Cl:22])=[CH:16][C:17]=2[CH3:21])[N:12]1[CH2:24][CH2:25][CH2:26][CH3:27])=[O:10] |f:2.3|. Reported procedure: In analogy to example 2, 50 mg (0.148 mmol) of 6-chloro-4-methyl-3-oxo-1,3-dihydropyrazolo[3,4-b]pyridine-2-carboxylic acid (2-thiophen-2-ylethyl)amide were reacted with 41 mg (0.22 mmol) of 1-iodobutane in DMF with sodium hydride. Yield: 8 mg (14%), M+H+: 393.47 Starting materials: CC(=O)OI1(C=2C=CC=CC2C(=O)O1)(OC(=O)C)OC(=O)C (Dess-Martin reagent), C(C1=CC=CC=C1)OC(=O)N1CCC(CC1)CO (4-hydroxymethyl-piperidine-1-carboxylic acid benzyl ester). Solvent: ClCCl (dichloromethane), C(Cl)(Cl)Cl (chloroform), O (water). Run at time 3 hour. Yields the product C(C1=CC=CC=C1)OC(=O)N1CCC(CC1)C=O (4-Formyl-piperidine-1-carboxylic Acid Benzyl Ester). Isolated yield 66.0%. Reaction SMILES: CC(OI1(OC(C)=O)(OC(C)=O)OC(=O)C2C=CC=CC1=2)=O.[CH2:23]([O:30][C:31]([N:33]1[CH2:38][CH2:37][CH:36]([CH2:39][OH:40])[CH2:35][CH2:34]1)=[O:32])[C:24]1[CH:29]=[CH:28][CH:27]=[CH:26][CH:25]=1>ClCCl.C(Cl)(Cl)Cl.O>[CH2:23]([O:30][C:31]([N:33]1[CH2:38][CH2:37][CH:36]([CH:39]=[O:40])[CH2:35][CH2:34]1)=[O:32])[C:24]1[CH:29]=[CH:28][CH:27]=[CH:26][CH:25]=1. Reported procedure: Dess-Martin reagent (17 g, 39.6 mmol) was added portion-wise to a solution of 4-hydroxymethyl-piperidine-1-carboxylic acid benzyl ester from Example E33.1 (8.33 g, 33 mmol) in dichloromethane (100 ml) at room temperature. The mixture was stirred for 3 h under an inert atmosphere then diluted with chloroform and water and the layers were partitioned. The organic layer was washed with brine, dried and concentrated in vacuo. The residue was purified by flash chromatography on silica gel (eluant; 40...